From a dataset of the Open Reaction Database (ORD), a public repository of structured organic reaction records. describe an organic reaction: reactants, conditions, products, and yield Reactants: IC1=C(C(=O)O)C=CC=C1 (2-iodobenzoic acid), NC1=CC=NN1C1CCCC1 (5-amino-1-cyclopentylpyrazole), CN(C)C=O (DMF), C([O-])([O-])=O.[K+].[K+] (potassium carbonate), Cu(OAc), ice water. The solvent is C(C)(=O)O (acetic acid). The product is C1(CCCC1)N1N=CC=C1NC=1C(C(=O)O)=CC=CC1 (N-(1-cyclopentyl pyrazol-5-yl) anthranilic acid). The yield is 68.5%. RXN SMILES: I[C:2]1[CH:10]=[CH:9][CH:8]=[CH:7][C:3]=1[C:4]([OH:6])=[O:5].[NH2:11][C:12]1[N:16]([CH:17]2[CH2:21][CH2:20][CH2:19][CH2:18]2)[N:15]=[CH:14][CH:13]=1.CN(C=O)C.C(=O)([O-])[O-].[K+].[K+]>C(O)(=O)C>[CH:17]1([N:16]2[C:12]([NH:11][C:2]3[C:3](=[CH:7][CH:8]=[CH:9][CH:10]=3)[C:4]([OH:6])=[O:5])=[CH:13][CH:14]=[N:15]2)[CH2:18][CH2:19][CH2:20][CH2:21]1 |f:3.4.5|. Procedure details: A mixture of 2-iodobenzoic acid (28 g, 0.113 mol), 5-amino-1-cyclopentylpyrazole (17 g, 0.113 mol), DMF (100 ml), potassium carbonate (16 g, 0.113 mol) and Cu(OAc) 2 (0.5 g) was refluxed overnight. The reaction mixture was poured into ice-water, and acidified with acetic acid to a pH of 5. The gum which formed was extracted with CH2Cl2 and the CH2Cl2 layer was washed with water, dried over MgSO4, and evaporated to afford 21 g of N-(1-cyclopentyl pyrazol-5-yl) anthranilic acid. Starting materials: COC(=O)c1cc(-c2ccc(F)cc2)ccc1OCCc1csc(SC(C)(C)C(=O)OC(C)(C)C)n1, ClCCl, O=C(O)C(F)(F)F. The product is COC(=O)c1cc(-c2ccc(F)cc2)ccc1OCCc1csc(SC(C)(C)C(=O)O)n1. As a reaction SMILES: [CH3:1][O:2][C:3](=[O:4])[c:5]1[cH:6][c:7](-[c:30]2[cH:31][cH:32][c:33]([F:36])[cH:34][cH:35]2)[cH:8][cH:9][c:10]1[O:11][CH2:12][CH2:13][c:14]1[n:15][c:16]([S:19][C:20]([C:21](=[O:22])[O:23][C:24]([CH3:25])([CH3:26])[CH3:27])([CH3:28])[CH3:29])[s:17][cH:18]1.[Cl:44][CH2:45][Cl:46].[OH:37][C:38]([C:39]([F:40])([F:41])[F:42])=[O:43]>>[CH3:1][O:2][C:3](=[O:4])[c:5]1[cH:6][c:7](-[c:30]2[cH:31][cH:32][c:33]([F:36])[cH:34][cH:35]2)[cH:8][cH:9][c:10]1[O:11][CH2:12][CH2:13][c:14]1[n:15][c:16]([S:19][C:20]([C:21](=[O:22])[OH:23])([CH3:28])[CH3:29])[s:17][cH:18]1. Reactants: N(=O)[O-].[Na+] (sodium nitrite), COC(C1=C(C(=CC=C1)OC)N)=O (methyl-2-amino-3-methoxybenzoate), COC(C1=C(C(=CC=C1)OC)N)=O (methyl-2-amino-3-methoxybenzoate), Cl (HCl), [Cu]C#N (copper(I)cyanide). Solvent: O (water), C(Cl)(Cl)Cl (chloroform), O (water), O (water). Run at time 30 minute. Yields the product C(#N)C1=C(C(=O)OC)C=CC=C1OC (Methyl 2-cyano-3-methoxybenzoate). RXN SMILES: [CH3:1][O:2][C:3](=[O:13])[C:4]1[CH:9]=[CH:8][CH:7]=[C:6]([O:10][CH3:11])[C:5]=1N.Cl.N([O-])=O.[Na+].[Cu][C:20]#[N:21]>O.C(Cl)(Cl)Cl>[C:20]([C:5]1[C:6]([O:10][CH3:11])=[CH:7][CH:8]=[CH:9][C:4]=1[C:3]([O:2][CH3:1])=[O:13])#[N:21] |f:2.3|. Reported procedure: A suspension of methyl-2-amino-3-methoxybenzoate (Intermediate 36, 2.27 g, 12.5 mmol) in water (10 mL) and con. HCl (2 mL) was cooled to 0 deg. C. and a solution of sodium nitrite (1.04 g, 15 mmol) in water (10 mL) was added dropwise. The resulting solution was stirred cold for 30 min. then added to a suspension of copper(I)cyanide (3.4 g, 38 mmol) in water (100 mL). The resulting suspension was heated at 60 deg. C. for 3 h, cooled, chloroform was added and the mixture was filtered through celit... Starting materials: Cc1nsc2nc(C(NCCCNC(=O)OC(C)(C)C)C(C)C)n(Cc3ccccc3)c(=O)c12, CCN(C(C)C)C(C)C, ClC(Cl)Cl, Cc1ccc(C(=O)Cl)cc1. The product is Cc1ccc(C(=O)N(CCCNC(=O)OC(C)(C)C)C(c2nc3snc(C)c3c(=O)n2Cc2ccccc2)C(C)C)cc1. Reaction SMILES: [C:1]([CH3:2])([CH3:3])([CH3:4])[O:5][C:6]([NH:7][CH2:8][CH2:9][CH2:10][NH:11][CH:12]([CH:13]([CH3:14])[CH3:15])[c:16]1[n:17]([CH2:27][c:28]2[cH:29][cH:30][cH:31][cH:32][cH:33]2)[c:18](=[O:26])[c:19]2[c:20]([n:21]1)[s:22][n:23][c:24]2[CH3:25])=[O:34].[CH:35]([N:36]([CH:37]([CH3:38])[CH3:39])[CH2:40][CH3:41])([CH3:42])[CH3:43].[CH:54]([Cl:55])([Cl:56])[Cl:57].[c:44]1([CH3:53])[cH:45][cH:46][c:47]([C:50](=[O:51])[Cl:52])[cH:48][cH:49]1>>[C:1]([CH3:2])([CH3:3])([CH3:4])[O:5][C:6]([NH:7][CH2:8][CH2:9][CH2:10][N:11]([CH:12]([CH:13]([CH3:14])[CH3:15])[c:16]1[n:17]([CH2:27][c:28]2[cH:29][cH:30][cH:31][cH:32][cH:33]2)[c:18](=[O:26])[c:19]2[c:20]([n:21]1)[s:22][n:23][c:24]2[CH3:25])[C:50]([c:47]1[cH:46][cH:45][c:44]([CH3:53])[cH:49][cH:48]1)=[O:51])=[O:34]. The reactants are O[C@@H]([C@H](C)NCC1=C(OC=2C=C(C=CC2)CC(=O)O)C=CC(=C1)C(F)(F)F)C1=CC=CC=C1 ((3-{2-[((1S,2R)-2-Hydroxy-1-methyl-2-phenyl-ethylamino)-methyl]-4-trifluoromethyl-phenoxy}-phenyl)-acetic acid), O1CCOCC1 (1,4-dioxane), N,N′-carbonyldiimidazole, C(C)(C)N(CC)C(C)C (diisopropylethylamine). Conditions: temperature 80 celsius, time 8 hour. Yields the product C[C@@H]1N(C(O[C@@H]1C1=CC=CC=C1)=O)CC1=C(OC=2C=C(C=CC2)CC(=O)O)C=CC(=C1)C(F)(F)F ({3-[2-((4S,5R)-4-Methyl-2-oxo-5-phenyl-oxazolidin-3-ylmethyl)-4-trifluoromethyl-phenoxy]-phenyl}-acetic acid). RXN SMILES: [OH:1][C@H:2]([C:28]1[CH:33]=[CH:32][CH:31]=[CH:30][CH:29]=1)[C@@H:3]([NH:5][CH2:6][C:7]1[CH:23]=[C:22]([C:24]([F:27])([F:26])[F:25])[CH:21]=[CH:20][C:8]=1[O:9][C:10]1[CH:11]=[C:12]([CH2:16][C:17]([OH:19])=[O:18])[CH:13]=[CH:14][CH:15]=1)[CH3:4].C(N(C(C)C)CC)(C)C.[O:43]1CCOC[CH2:44]1>>[CH3:4][C@H:3]1[C@@H:2]([C:28]2[CH:33]=[CH:32][CH:31]=[CH:30][CH:29]=2)[O:1][C:44](=[O:43])[N:5]1[CH2:6][C:7]1[CH:23]=[C:22]([C:24]([F:25])([F:26])[F:27])[CH:21]=[CH:20][C:8]=1[O:9][C:10]1[CH:11]=[C:12]([CH2:16][C:17]([OH:19])=[O:18])[CH:13]=[CH:14][CH:15]=1. Procedure: (3-{2-[((1S,2R)-2-Hydroxy-1-methyl-2-phenyl-ethylamino)-methyl]-4-trifluoromethyl-phenoxy}-phenyl)-acetic acid (0.15 g, 0.33 mmol), N,N′-carbonyldiimidazole (0.065 g, 0.4 mmol), and diisopropylethylamine (1 mL) were combined in 1,4-dioxane (5 mL) and stirred at 80° C. overnight. After work-up, the crude material was purified by preparative HPLC to give the desired product (0.04 g). Reactants: BrCC(=O)OCC (ethyl bromoacetate), C(=O)N (formamide), BrC=1C=CC(=C(C=O)C1)O (5-bromo-2-hydroxybenzaldehyde), C([O-])([O-])=O.[K+].[K+] (potassium carbonate), BrCC(=O)OCC (ethyl bromoacetate), C[O-].[Na+] (sodium methoxide). The solvent is O (water), CN1CCCC1=O (NMP). Conditions: time 3 hour. Yields the product BrC=1C=CC2=C(C=C(O2)C(=O)N)C1 (5-bromobenzofuran-2-carboxamide). Reaction SMILES: Br[CH2:2][C:3]([O:5]CC)=O.[Br:8][C:9]1[CH:10]=[CH:11][C:12]([OH:17])=[C:13]([CH:16]=1)[CH:14]=O.C(=O)([O-])[O-].[K+].[K+].C([NH2:26])=O.C[O-].[Na+]>CN1C(=O)CCC1.O>[Br:8][C:9]1[CH:10]=[CH:11][C:12]2[O:17][C:2]([C:3]([NH2:26])=[O:5])=[CH:14][C:13]=2[CH:16]=1 |f:2.3.4,6.7|. Procedure details: Performance of the reaction with ethyl bromoacetate: 200 g of 5-bromo-2-hydroxybenzaldehyde are dissolved in 2000 ml of NMP with stirring, and 144 g of potassium carbonate and 175 g of ethyl bromoacetate are added. The mixture is stirred at 105° under nitrogen for 15 hours. The resultant orange solution dotted with crystals is cooled to 25°, 135 g of formamide are added, and the mixture is stirred for a further 30 minutes. 557 ml of sodium methoxide (30% in MeOH) are then allowed to run in over ...